describe an organic reaction: reactants, conditions, products, and yield From a dataset of the Open Reaction Database (ORD), a public repository of structured organic reaction records. Starting materials: Cl, CN1CCC(O)(c2ccc(F)cc2CO)CC1. Product: CN1CCC2(CC1)OCc1cc(F)ccc12. Reaction SMILES: [ClH:18].[F:1][c:2]1[cH:3][cH:4][c:5]([C:10]2([OH:17])[CH2:11][CH2:12][N:13]([CH3:16])[CH2:14][CH2:15]2)[c:6]([CH2:8][OH:9])[cH:7]1>>[F:1][c:2]1[cH:3][cH:4][c:5]2[c:6]([cH:7]1)[CH2:8][O:17][C:10]21[CH2:11][CH2:12][N:13]([CH3:16])[CH2:14][CH2:15]1. Starting materials: COc1ccc(CC(OC(C)C)C(=O)[O-])cc1CNC(=O)OC(C)(C)C, CC(C)Oc1ccc(C(=O)O)c(Cl)c1. Yields the product COc1ccc(CC(OC(C)C)C(=O)O)cc1CNC(=O)c1ccc(OC(C)C)cc1Cl. Reaction SMILES: [C:15]([O:16][C:17](=[O:18])[NH:22][CH2:23][c:24]1[cH:25][c:26]([CH2:32][CH:33]([C:34](=[O:35])[O-:36])[O:37][CH:38]([CH3:39])[CH3:40])[cH:27][cH:28][c:29]1[O:30][CH3:31])([CH3:19])([CH3:20])[CH3:21].[Cl:1][c:2]1[c:3]([C:4](=[O:5])[OH:6])[cH:7][cH:8][c:9]([O:11][CH:12]([CH3:13])[CH3:14])[cH:10]1>>[Cl:1][c:2]1[c:3]([C:4](=[O:6])[NH:22][CH2:23][c:24]2[cH:25][c:26]([CH2:32][CH:33]([C:34](=[O:35])[OH:36])[O:37][CH:38]([CH3:39])[CH3:40])[cH:27][cH:28][c:29]2[O:30][CH3:31])[cH:7][cH:8][c:9]([O:11][CH:12]([CH3:13])[CH3:14])[cH:10]1. Starting materials: C(C1=CC=CC=C1)N1[C@H]([C@@H](OCC1)OCC1=CC(=CC(=C1)C(F)(F)F)C(F)(F)F)C1=CC=C(C=C1)F (4-benzyl-2-(R)-[3,5-bis(trifluoromethyl)benzyloxy]-3-(S)-(4-fluorophenyl)morpholine), O1CCCC1 (tetrahydrofuran), C1(=CC=CC=C1)C (toluene). The reagents and catalysts are C[C-]1C=CC=C1.[C-]1(C=CC=C1)C.[Ti+2] (dimethyl titanocene). Solvent: hexanes, C(Cl)Cl (methylene chloride). Yields the product C(C1=CC=CC=C1)N1[C@H]([C@H](OCC1)OC(=C)C1=CC(=CC(=C1)C(F)(F)F)C(F)(F)F)C1=CC=C(C=C1)F (4-benzyl-2-(R)-[1-[3,5-bis(trifluoromethyl)phenyl]ethenyloxy]-3-(S)-(4-fluorophenyl)morpholine). The yield is 69.0%. Reaction SMILES: [CH2:1]([N:8]1[CH2:13][CH2:12][O:11][C@@H:10]([O:14][CH2:15][C:16]2[CH:21]=[C:20]([C:22]([F:25])([F:24])[F:23])[CH:19]=[C:18]([C:26]([F:29])([F:28])[F:27])[CH:17]=2)[C@@H:9]1[C:30]1[CH:35]=[CH:34][C:33]([F:36])=[CH:32][CH:31]=1)[C:2]1[CH:7]=[CH:6][CH:5]=[CH:4][CH:3]=1.O1CCC[CH2:38]1.C1(C)C=CC=CC=1>C[C-]1C=CC=C1.[C-]1(C)C=CC=C1.[Ti+2].C(Cl)Cl>[CH2:1]([N:8]1[CH2:13][CH2:12][O:11][C@H:10]([O:14][C:15]([C:16]2[CH:17]=[C:18]([C:26]([F:27])([F:28])[F:29])[CH:19]=[C:20]([C:22]([F:23])([F:25])[F:24])[CH:21]=2)=[CH2:38])[C@@H:9]1[C:30]1[CH:31]=[CH:32][C:33]([F:36])=[CH:34][CH:35]=1)[C:2]1[CH:7]=[CH:6][CH:5]=[CH:4][CH:3]=1 |f:3.4.5|. Reported procedure: A solution of 4-benzyl-2-(R)-[3,5-bis(trifluoromethyl)benzyloxy]-3-(S)-(4-fluorophenyl)morpholine (2.50 g, 4.9 mmol) and dimethyl titanocene (2.50 g, 12.0 mmol) in 35 ml of a 1:1 v/v tetrahydrofuran:toluene mixture is stirred in an oil bath at 80° C. for sixteen hours. The reaction mixture is cooled and centrated in vacuo. Flash chromatography on 150 grams of silica gel using 3:1 v/v hexanes:methylene chloride as the eluant affords 1.71 grams (69%) of the title compound as a solid. If desired, a... Reactants: COC(=O)COc1ccc(N(Cc2cc(C#N)ccc2F)C2CCN(C(C)CCNC(=O)c3c(C)ncnc3C)CC2)cc1, CO, N. Product: Cc1ncnc(C)c1C(=O)NCCC(C)N1CCC(N(Cc2cc(C#N)ccc2F)c2ccc(OCC(N)=O)cc2)CC1. As a reaction SMILES: [CH3:1][O:2][C:3]([CH2:4][O:5][c:6]1[cH:7][cH:8][c:9]([N:12]([CH:13]2[CH2:14][CH2:15][N:16]([CH:19]([CH2:20][CH2:21][NH:22][C:23](=[O:24])[c:25]3[c:26]([CH3:32])[n:27][cH:28][n:29][c:30]3[CH3:31])[CH3:33])[CH2:17][CH2:18]2)[CH2:34][c:35]2[c:36]([F:43])[cH:37][cH:38][c:39]([C:41]#[N:42])[cH:40]2)[cH:10][cH:11]1)=[O:44].[CH3:46][OH:47].[NH3:45]>>[C:3]([CH2:4][O:5][c:6]1[cH:7][cH:8][c:9]([N:12]([CH:13]2[CH2:14][CH2:15][N:16]([CH:19]([CH2:20][CH2:21][NH:22][C:23](=[O:24])[c:25]3[c:26]([CH3:32])[n:27][cH:28][n:29][c:30]3[CH3:31])[CH3:33])[CH2:17][CH2:18]2)[CH2:34][c:35]2[c:36]([F:43])[cH:37][cH:38][c:39]([C:41]#[N:42])[cH:40]2)[cH:10][cH:11]1)(=[O:44])[NH2:45]. The reactants are O=[N+]([O-])c1ccc(Cl)cc1Cl, Cl, [Na+], [OH-], O. Product: O=[N+]([O-])c1ccc(Cl)cc1O. Reaction SMILES: [Cl:1][c:2]1[c:3]([N+:9](=[O:10])[O-:11])[cH:4][cH:5][c:6]([Cl:8])[cH:7]1.[ClH:14].[Na+:13].[OH-:12].[OH2:15]>>[c:2]1([OH:12])[c:3]([N+:9](=[O:10])[O-:11])[cH:4][cH:5][c:6]([Cl:8])[cH:7]1. RXN SMILES: Br[CH2:2][C:3]1[CH:4]=[CH:5][C:6]([Cl:23])=[C:7]([CH:22]=1)[C:8]([NH:10][CH2:11][C:12]12[CH2:21][CH:16]3[CH2:17][CH:18]([CH2:20][CH:14]([CH2:15]3)[CH2:13]1)[CH2:19]2)=[O:9].[CH3:24][O:25][P:26]([O:29]C)[O:27][CH3:28]>>[Cl:23][C:6]1[CH:5]=[CH:4][C:3]([CH2:2][P:26](=[O:29])([O:27][CH3:28])[O:25][CH3:24])=[CH:22][C:7]=1[C:8]([NH:10][CH2:11][C:12]12[CH2:13][CH:14]3[CH2:20][CH:18]([CH2:17][CH:16]([CH2:15]3)[CH2:21]1)[CH2:19]2)=[O:9]. Procedure: 5-Bromomethyl-2-chloro-N-(tricyclo[3.3.1.13,7]dec-1-ylmethyl)-benzamide (5.70 g, Example 8b) in 100 ml of trimethylphosphite was heated at reflux for 15 h. The solvent was removed by azeotropic distillation with toluene under high vacuum to afford the subtitle compound as a yellow solid. Starting materials: BrCC=1C=CC(=C(C(=O)NCC23CC4CC(CC(C2)C4)C3)C1)Cl (5-Bromomethyl-2-chloro-N-(tricyclo[3.3.1.13,7]dec-1-ylmethyl)-benzamide), COP(OC)OC (trimethylphosphite). Yields the product ClC1=C(C=C(C=C1)CP(OC)(OC)=O)C(=O)NCC12CC3CC(CC(C1)C3)C2 ([[4-chloro-3-[[(tricyclo[3.3.1.13,7]dec-1-ylmethyl)amino]carbonyl]phenyl]-methyl]phosphonic acid, dimethyl ester). Starting materials: COC(CCCCCCCCCCCC=1C(O)=CC=C(C1CCCCCCCCCCCC(=O)O)O)=O (Hydroquinone bislauric acid methyl ester), C(C)O.[OH-].[Na+].O (sodium hydroxide ethanol water). Yields the product [Na+].C=1(O)C(=C(C(O)=CC1)CCCCCCCCCCCC(=O)[O-])CCCCCCCCCCCC(=O)[O-].[Na+] (Hydroquinone Bislauric Acid Sodium Salt). Reaction SMILES: C[O:2][C:3](=[O:37])[CH2:4][CH2:5][CH2:6][CH2:7][CH2:8][CH2:9][CH2:10][CH2:11][CH2:12][CH2:13][CH2:14][C:15]1[C:16](=[CH:18][CH:19]=[C:20]([OH:36])[C:21]=1[CH2:22][CH2:23][CH2:24][CH2:25][CH2:26][CH2:27][CH2:28][CH2:29][CH2:30][CH2:31][CH2:32][C:33]([OH:35])=[O:34])[OH:17].C(O)C.[OH-].[Na+:42].O>>[Na+:42].[C:20]1([C:21]([CH2:22][CH2:23][CH2:24][CH2:25][CH2:26][CH2:27][CH2:28][CH2:29][CH2:30][CH2:31][CH2:32][C:33]([O-:35])=[O:34])=[C:15]([CH2:14][CH2:13][CH2:12][CH2:11][CH2:10][CH2:9][CH2:8][CH2:7][CH2:6][CH2:5][CH2:4][C:3]([O-:37])=[O:2])[C:16](=[CH:18][CH:19]=1)[OH:17])[OH:36].[Na+:42] |f:1.2.3.4,5.6.7|. Reported procedure: Hydroquinone bislauric acid methyl ester prepared in Example 1 (2.8 g) was stirred in sodium hydroxide ethanol/water solution at room temperature for 12 hours. At first, the solution was cloudy. By the end of the reaction, the solution was clear. The crude product was extracted with n-butanol twice. After the solvent was rotevaporated, the remaining material was washed with ethanol. The white solid material was collected by filtration. NMR results showed that the material is the desired product....